From a dataset of the Open Reaction Database (ORD), a public repository of structured organic reaction records. describe an organic reaction: reactants, conditions, products, and yield The reactants are O=C([O-])[O-], CCOC(=O)c1[nH]c(-c2ccccc2)c2cc(Cl)ccc12, CI, CS(C)=O, [K+], [K+]. Product: CCOC(=O)c1c2ccc(Cl)cc2c(-c2ccccc2)n1C. As a reaction SMILES: [C:22](=[O:23])([O-:24])[O-:25].[CH2:1]([CH3:2])[O:3][C:4](=[O:5])[c:6]1[nH:7][c:8](-[c:16]2[cH:17][cH:18][cH:19][cH:20][cH:21]2)[c:9]2[cH:10][c:11]([Cl:15])[cH:12][cH:13][c:14]12.[CH3:28][I:29].[CH3:30][S:31]([CH3:32])=[O:33].[K+:26].[K+:27]>>[CH2:1]([CH3:2])[O:3][C:4](=[O:5])[c:6]1[n:7]([CH3:22])[c:8](-[c:16]2[cH:17][cH:18][cH:19][cH:20][cH:21]2)[c:9]2[cH:10][c:11]([Cl:15])[cH:12][cH:13][c:14]12. Reactants: [Li]CCCC, COC(C)(C)C, COC=O, COc1ccc(F)c(Cl)c1. Yields the product COc1ccc(F)c(Cl)c1C=O. Reaction SMILES: [CH2:11]([Li:12])[CH2:13][CH2:14][CH3:15].[CH3:20][O:21][C:22]([CH3:23])([CH3:24])[CH3:25].[CH:16](=[O:17])[O:18][CH3:19].[Cl:1][c:2]1[cH:3][c:4]([O:9][CH3:10])[cH:5][cH:6][c:7]1[F:8]>>[Cl:1][c:2]1[c:3]([CH:16]=[O:17])[c:4]([O:9][CH3:10])[cH:5][cH:6][c:7]1[F:8]. As a reaction SMILES: [O:1]1[C@H:8]([CH2:9][OH:10])[C@@H:6]([OH:7])[C@H:4]([OH:5])[CH:3]=[CH:2]1.S(=O)(=O)(O)[OH:12]>>[CH2:3]([C@@H:4]([OH:5])[C@H:6]([OH:7])[C@H:8]([OH:1])[CH2:9][OH:10])[CH:2]=[O:12]. Starting materials: O1C=C[C@@H](O)[C@H](O)[C@H]1CO (Glucal), S(O)(O)(=O)=O (sulfuric acid). Yields the product C(C=O)[C@H]([C@@H]([C@@H](CO)O)O)O (2-DG). Reported procedure: Production of 2DG can be carried out using any known method. For example, 2-DG can be prepared from various starting materials such as D-glucose, D-mannose, calcium D-gluconate, D-arabinose, D-glucosamine hydrochloride, N-acetyl glucosamine, chitin, and chitosan and carboxymethylchitosan. Preparation methods vary with various starting materials. For example, D-glucose can be methylated and brominated, followed by debromination and acid hydrolysis to yield β-2DG. Bergmann et. al. (1992) Berichte ... The yield is 35.0%. Starting materials: CC(=O)OI1(C=2C=CC=CC2C(=O)O1)(OC(=O)C)OC(=O)C (Dess-Martin periodinane), O1C=NC=C1C(O)C1=CC=C(C=C1)OC1OCCCC1 (Oxazol-5-yl(4-(tetrahydro-2H-pyran-2-yloxy)phenyl)methanol). The solvent is C(Cl)Cl (DCM). Reaction conditions: time 1 hour. The product is O1C=NC=C1C(=O)C1=CC=C(C=C1)OC1OCCCC1 (Oxazol-5-yl(4-(tetrahydro-2H-pyran-2-yloxy)phenyl)methanone). Yield: 42.0%. Reaction SMILES: CC(OI1(OC(C)=O)(OC(C)=O)OC(=O)C2C=CC=CC1=2)=O.[O:23]1[C:27]([CH:28]([C:30]2[CH:35]=[CH:34][C:33]([O:36][CH:37]3[CH2:42][CH2:41][CH2:40][CH2:39][O:38]3)=[CH:32][CH:31]=2)[OH:29])=[CH:26][N:25]=[CH:24]1>C(Cl)Cl>[O:23]1[C:27]([C:28]([C:30]2[CH:31]=[CH:32][C:33]([O:36][CH:37]3[CH2:42][CH2:41][CH2:40][CH2:39][O:38]3)=[CH:34][CH:35]=2)=[O:29])=[CH:26][N:25]=[CH:24]1. Procedure: Dess-Martin periodinane (25 g, 60 mmol) was added to a solution of 75.1 (17 g crude, ˜50 mmol) in DCM (200 mL). After 1 hour, the reaction mixture was concentrated with silica gel and chromatographed (silica gel, 1:2 EtOAc/hexane) to obtain compound 75.2 (5.74 g, 21 mmol). MS ESI (pos.) m/e: 274.1 (M+H). Starting materials: Cl (HCl), ice, COC(=O)[C@@H]1[C@H]([C@]2(C[C@H](CO2)C2=C(C=CC(=C2)N2C(=NC=C2)C(F)(F)F)OC)CC1)C1=CC=C(C=C1)F ((3S,5R,6S,7S)-6-(4-Fluorophenyl)-3-(2-methoxy-5-(2-(trifluoromethyl)imidazol-1-yl)phenyl)-1-oxaspiro[4.4]nonane-7-carboxylic acid methyl ester), [OH-].[Na+] (NaOH). Solvent: C(C)O (ethanol), O (water). Reaction conditions: temperature 0 celsius. Yields the product FC1=CC=C(C=C1)[C@@H]1[C@]2(C[C@H](CO2)C2=C(C=CC(=C2)N2C(=NC=C2)C(F)(F)F)OC)CC[C@@H]1C(=O)O ((3S,5R,6R,7S)-6-(4-Fluorophenyl)-3-(2-methoxy-5-(2-(trifluoromethyl)imidazol-1-yl)phenyl)-1-oxaspiro[4.4]nonane-7-carboxylic acid). Yield: 103.0%. As a reaction SMILES: C[O:2][C:3]([C@H:5]1[CH2:30][CH2:29][C@:7]2([O:11][CH2:10][C@H:9]([C:12]3[CH:17]=[C:16]([N:18]4[CH:22]=[CH:21][N:20]=[C:19]4[C:23]([F:26])([F:25])[F:24])[CH:15]=[CH:14][C:13]=3[O:27][CH3:28])[CH2:8]2)[C@@H:6]1[C:31]1[CH:36]=[CH:35][C:34]([F:37])=[CH:33][CH:32]=1)=[O:4].[OH-].[Na+].Cl>C(O)C.O>[F:37][C:34]1[CH:35]=[CH:36][C:31]([C@H:6]2[C@@H:5]([C:3]([OH:4])=[O:2])[CH2:30][CH2:29][C@@:7]32[O:11][CH2:10][C@H:9]([C:12]2[CH:17]=[C:16]([N:18]4[CH:22]=[CH:21][N:20]=[C:19]4[C:23]([F:26])([F:25])[F:24])[CH:15]=[CH:14][C:13]=2[O:27][CH3:28])[CH2:8]3)=[CH:32][CH:33]=1 |f:1.2|. Reported procedure: To an ice cold solution of 40 mg (0.077 mmol) (3S,5R,6S,7S)-6-(4-fluorophenyl)-3-(2-methoxy-5-(2-trifluoromethylimidazol-1-yl)phenyl)-1-oxaspiro[4.4]nonane-7-carboxylic acid methyl ester (from Example 70) in 1.0 mL of ethanol and 0.20 mL of water was added 0.050 mL of 2.5N aqueous NaOH. The mixture was stirred at 0° C., then warmed slowly to RT overnight. After neutralizing with 0.065 mL of 2N aqueous HCl, the mixture was partitioned between 25 mL of ethyl acetate and 25 mL of brine. The layers ... The reactants are NC(CCO)C1=CC(=C(C=C1)OC)OCC (3-amino-3-(3'-ethoxy-4'-methoxyphenyl)-1-propanol), C([O-])([O-])=O.[Na+].[Na+] (sodium carbonate), CCOCC (Ether), C(=O)(OCC)N1C(C=2C(C1=O)=CC=CC2)=O (N-carbethoxyphthalimide). Run in C(C)#N (acetonitrile), O (water), CCCCCC (hexane). Reaction conditions: time 15 minute. Yields the product C(C)OC=1C=C(C=CC1OC)C(CCO)N1C(C=2C(C1=O)=CC=CC2)=O (3-(3'-ethoxy-4'-methoxyphenyl)-3-phthalimido-1-propanol). Reaction SMILES: [NH2:1][CH:2]([C:6]1[CH:11]=[CH:10][C:9]([O:12][CH3:13])=[C:8]([O:14][CH2:15][CH3:16])[CH:7]=1)[CH2:3][CH2:4][OH:5].C(=O)([O-])[O-].[Na+].[Na+].C(N1[C:32](=[O:33])[C:31]2=[CH:34][CH:35]=[CH:36][CH:37]=[C:30]2[C:29]1=[O:38])(OCC)=O.CCOCC>C(#N)C.O.CCCCCC>[CH2:15]([O:14][C:8]1[CH:7]=[C:6]([CH:2]([N:1]2[C:32](=[O:33])[C:31]3=[CH:34][CH:35]=[CH:36][CH:37]=[C:30]3[C:29]2=[O:38])[CH2:3][CH2:4][OH:5])[CH:11]=[CH:10][C:9]=1[O:12][CH3:13])[CH3:16] |f:1.2.3|. Reported procedure: A mixture of 3-amino-3-(3'-ethoxy-4'-methoxyphenyl)-1-propanol (8.4 grams, 37.3 mmol) and sodium carbonate (3.95 grams, 37.3 mmol) in acetonitrile and water (40 mL each) was stirred at room temperature for 15 minutes. To the solution was added N-carbethoxyphthalimide (8.18 grams, 37.3 mmol) as solid. After 20 minutes, the acetonitrile was removed under vacuum. The aqueous solution was extracted with methylene chloride (3×50 mL). The combined organic layers were washed with HCl (40 mL, 1N), and d...